From a dataset of the Open Reaction Database (ORD), a public repository of structured organic reaction records. describe an organic reaction: reactants, conditions, products, and yield The reactants are CC1=CC=C(C(N)=S)C=C1 (4-Methylbenzothioamide), ClC(C(=O)OCC)C(C)=O (ethyl 2-chloro-3-oxobutanoate). Run in C(C)O (ethanol). Yields the product CC=1N=C(SC1C(=O)OCC)C1=CC=C(C=C1)C (ethyl 4-methyl-2-p-tolylthiazole-5-carboxylate). Isolated yield 68.7%. RXN SMILES: [CH3:1][C:2]1[CH:10]=[CH:9][C:5]([C:6](=[S:8])[NH2:7])=[CH:4][CH:3]=1.Cl[CH:12]([C:18](=O)[CH3:19])[C:13]([O:15][CH2:16][CH3:17])=[O:14]>C(O)C>[CH3:19][C:18]1[N:7]=[C:6]([C:5]2[CH:9]=[CH:10][C:2]([CH3:1])=[CH:3][CH:4]=2)[S:8][C:12]=1[C:13]([O:15][CH2:16][CH3:17])=[O:14]. Procedure details: 4-Methylbenzothioamide (0.312 g; 2.00 mmol) and ethyl 2-chloro-3-oxobutanoate (0.323 mL; 2.10 mmol) were dissolved in ethanol (3 mL). The mixture was irradiated in a microwave oven at 170° C. for 10 min. After evaporation, the residue was purified by flash chromatography on silica gel (eluent: 20 to 100% dichloromethane in heptane) to afford 0.359 g (69%) of ethyl 4-methyl-2-p-tolylthiazole-5-carboxylate as a solid. Starting materials: FC1=C(C(=O)Cl)C(=CC=C1)I (2-Fluoro-6-iodobenzoylchloride), CNC (dimethylamine), C1CCOC1 (THF). Run in O (water). Run at time 16 hour. The product is FC1=C(C(=O)N(C)C)C(=CC=C1)I (2-Fluoro-6-iodo-N,N-dimethylbenzamide). Reaction SMILES: [F:1][C:2]1[CH:10]=[CH:9][CH:8]=[C:7]([I:11])[C:3]=1[C:4](Cl)=[O:5].[CH3:12][NH:13][CH3:14].C1COCC1>O>[F:1][C:2]1[CH:10]=[CH:9][CH:8]=[C:7]([I:11])[C:3]=1[C:4]([N:13]([CH3:14])[CH3:12])=[O:5]. Reported procedure: 2-Fluoro-6-iodobenzoylchloride 1.0 mL, 6.9 mmol was added dropwise to a solution of dimethylamine in THF (2.0 M 7.0 mL, 10 mmol). The reaction mixture was stirred for 16 h and then transferred into water. The resulting suspension was collected by filtration and dried to afford the title compound as a pale yellow solid. The product was used in the next reaction step without further purification. mp 86-89° C. Starting materials: C[Si](C)(C)Br, CCC#N, FC(F)(F)c1ccnc(Cl)c1. Product: FC(F)(F)c1ccnc(Br)c1. RXN SMILES: [Br:12][Si:13]([CH3:14])([CH3:15])[CH3:16].[C:17](#[N:18])[CH2:19][CH3:20].[Cl:1][c:2]1[n:3][cH:4][cH:5][c:6]([C:8]([F:9])([F:10])[F:11])[cH:7]1>>[c:2]1([Br:12])[n:3][cH:4][cH:5][c:6]([C:8]([F:9])([F:10])[F:11])[cH:7]1.